This data is from the Open Reaction Database (ORD), a public repository of structured organic reaction records. The task is: describe an organic reaction: reactants, conditions, products, and yield The reactants are CCOC(=O)CCCBr, O=C([O-])[O-], CS(=O)(=O)O, CC(C)=O, COc1cc(C(=O)N2CCC(CCN3CCC(C(=O)c4nc5ccccc5[nH]4)CC3)(c3ccc(Cl)c(Cl)c3)C2)cc(OC)c1OC, CCOC(C)=O, [K+], [K+], O. Yields the product CCOC(=O)CCCn1c(C(=O)C2CCN(CCC3(c4ccc(Cl)c(Cl)c4)CCN(C(=O)c4cc(OC)c(OC)c(OC)c4)C3)CC2)nc2ccccc21. As a reaction SMILES: [Br:52][CH2:53][CH2:54][CH2:55][C:56](=[O:57])[O:58][CH2:59][CH3:60].[C:61](=[O:62])([O-:63])[O-:64].[CH3:1][S:2]([OH:3])(=[O:4])=[O:5].[CH3:68][C:69]([CH3:70])=[O:71].[CH3:6][O:7][c:8]1[cH:9][c:10]([C:11](=[O:12])[N:13]2[CH2:14][C:15]([c:18]3[cH:19][c:20]([Cl:25])[c:21]([Cl:24])[cH:22][cH:23]3)([CH2:26][CH2:27][N:28]3[CH2:29][CH2:30][CH:31]([C:34](=[O:35])[c:36]4[n:37][c:38]5[c:39]([nH:40]4)[cH:41][cH:42][cH:43][cH:44]5)[CH2:32][CH2:33]3)[CH2:16][CH2:17]2)[cH:45][c:46]([O:50][CH3:51])[c:47]1[O:48][CH3:49].[CH3:72][CH2:73][O:74][C:75](=[O:76])[CH3:77].[K+:65].[K+:66].[OH2:67]>>[CH3:6][O:7][c:8]1[cH:9][c:10]([C:11](=[O:12])[N:13]2[CH2:14][C:15]([c:18]3[cH:19][c:20]([Cl:25])[c:21]([Cl:24])[cH:22][cH:23]3)([CH2:26][CH2:27][N:28]3[CH2:29][CH2:30][CH:31]([C:34](=[O:35])[c:36]4[n:37]([CH2:53][CH2:54][CH2:55][C:56](=[O:57])[O:58][CH2:59][CH3:60])[c:38]5[c:39]([n:40]4)[cH:41][cH:42][cH:43][cH:44]5)[CH2:32][CH2:33]3)[CH2:16][CH2:17]2)[cH:45][c:46]([O:50][CH3:51])[c:47]1[O:48][CH3:49]. The reactants are CCOC(=O)CN1CCN(C(=O)c2cccc(C(c3cccc(O)c3)N3CC(C)NCC3C)c2)CC1, O=Cc1ccccc1. The product is CCOC(=O)CN1CCN(C(=O)c2cccc(C(c3cccc(O)c3)N3CC(C)N(Cc4ccccc4)CC3C)c2)CC1. RXN SMILES: [CH2:1]([CH3:2])[O:3][C:4]([CH2:5][N:6]1[CH2:7][CH2:8][N:9]([C:12]([c:13]2[cH:14][c:15]([CH:19]([c:20]3[cH:21][c:22]([OH:26])[cH:23][cH:24][cH:25]3)[N:27]3[CH:28]([CH3:34])[CH2:29][NH:30][CH:31]([CH3:33])[CH2:32]3)[cH:16][cH:17][cH:18]2)=[O:35])[CH2:10][CH2:11]1)=[O:36].[CH:37](=[O:38])[c:39]1[cH:40][cH:41][cH:42][cH:43][cH:44]1>>[CH2:1]([CH3:2])[O:3][C:4]([CH2:5][N:6]1[CH2:7][CH2:8][N:9]([C:12]([c:13]2[cH:14][c:15]([CH:19]([c:20]3[cH:21][c:22]([OH:26])[cH:23][cH:24][cH:25]3)[N:27]3[CH:28]([CH3:34])[CH2:29][N:30]([CH2:37][c:39]4[cH:40][cH:41][cH:42][cH:43][cH:44]4)[CH:31]([CH3:33])[CH2:32]3)[cH:16][cH:17][cH:18]2)=[O:35])[CH2:10][CH2:11]1)=[O:36].